From a dataset of the Open Reaction Database (ORD), a public repository of structured organic reaction records. describe an organic reaction: reactants, conditions, products, and yield The reactants are O=C1CCC(=O)N1Br, ClC(Cl)(Cl)Cl, Cc1nncn1-c1ccc(Cl)cc1C(=O)c1ccccc1. Yields the product Cc1nnc(Br)n1-c1ccc(Cl)cc1C(=O)c1ccccc1. RXN SMILES: [Br:22][N:23]1[C:24](=[O:25])[CH2:26][CH2:27][C:28]1=[O:29].[C:30]([Cl:31])([Cl:32])([Cl:33])[Cl:34].[Cl:1][c:2]1[cH:3][cH:4][c:5](-[n:16]2[c:17]([CH3:21])[n:18][n:19][cH:20]2)[c:6]([C:7](=[O:8])[c:9]2[cH:10][cH:11][cH:12][cH:13][cH:14]2)[cH:15]1>>[Cl:1][c:2]1[cH:3][cH:4][c:5](-[n:16]2[c:17]([CH3:21])[n:18][n:19][c:20]2[Br:22])[c:6]([C:7](=[O:8])[c:9]2[cH:10][cH:11][cH:12][cH:13][cH:14]2)[cH:15]1. Starting materials: BrN1C(CCC1=O)=O (N-bromosuccinimide), CC1=CC=2C(C3=CC=CC=C3OC2C=C1)=O (2-methyl-9H-xanthen-9-one), C(Cl)(Cl)(Cl)Cl (carbon tetrachloride). Reagents/catalysts: C(C1=CC=CC=C1)(=O)OOC(C1=CC=CC=C1)=O (Benzoyl peroxide). Solvent: O (water). Reaction conditions: time 4 hour. Product: BrCC1=CC=2C(C3=CC=CC=C3OC2C=C1)=O (2-Bromomethyl-9H-xanthen-9-one). Isolated yield 71.3%. RXN SMILES: [Br:1]N1C(=O)CCC1=O.[CH3:9][C:10]1[CH:23]=[CH:22][C:21]2[O:20][C:19]3[C:14](=[CH:15][CH:16]=[CH:17][CH:18]=3)[C:13](=[O:24])[C:12]=2[CH:11]=1.C(Cl)(Cl)(Cl)Cl>C(OOC(=O)C1C=CC=CC=1)(=O)C1C=CC=CC=1.O>[Br:1][CH2:9][C:10]1[CH:23]=[CH:22][C:21]2[O:20][C:19]3[C:14](=[CH:15][CH:16]=[CH:17][CH:18]=3)[C:13](=[O:24])[C:12]=2[CH:11]=1. Procedure: Benzoyl peroxide (4.6 g, 19 mmol) and N-bromosuccinimide (67.6 g, 380 mmol) were added to a mixture of 2-methyl-9H-xanthen-9-one (79.9 g, 380 mmol) and carbon tetrachloride (800 ml) with heating under reflux, and the mixture was stirred for 4 hours. After spontaneous cooling to room temperature, water was added to the reaction mixture, and the reaction product was extracted with chloroform. The extract was washed with saturated sodium bicarbonate aqueous solution, water and saturated sodium chlo...